From a dataset of the Open Reaction Database (ORD), a public repository of structured organic reaction records. describe an organic reaction: reactants, conditions, products, and yield Reactants: BrC=1N=CC(=NC1C1=CC=C(C=C1)Cl)C(=O)O (5-bromo-6-(4-chloro-phenyl)-pyrazine-2-carboxylic acid), N[C@H]1[C@@H](CCCC1)O ((1R,2R)-2-amino-cyclohexanol). Product: O[C@H]1[C@@H](CCCC1)NC(=O)C1=NC(=C(N=C1)Br)C1=CC=C(C=C1)Cl (5-Bromo-6-(4-chloro-phenyl)-pyrazine-2-carboxylic Acid ((1R,2R)-2-hydroxy-cyclohexyl)-amide). Reaction SMILES: [Br:1][C:2]1[N:3]=[CH:4][C:5]([C:15]([OH:17])=O)=[N:6][C:7]=1[C:8]1[CH:13]=[CH:12][C:11]([Cl:14])=[CH:10][CH:9]=1.[NH2:18][C@@H:19]1[CH2:24][CH2:23][CH2:22][CH2:21][C@H:20]1[OH:25]>>[OH:25][C@@H:20]1[CH2:21][CH2:22][CH2:23][CH2:24][C@H:19]1[NH:18][C:15]([C:5]1[CH:4]=[N:3][C:2]([Br:1])=[C:7]([C:8]2[CH:9]=[CH:10][C:11]([Cl:14])=[CH:12][CH:13]=2)[N:6]=1)=[O:17]. Procedure: The title compound was synthesized in analogy to the procedure described for the preparation of Example 19e, using 5-bromo-6-(4-chloro-phenyl)-pyrazine-2-carboxylic acid, and (1R,2R)-2-amino-cyclohexanol (commercially available) as starting materials to give the title compound as a light yellow solid, MS (ISP): 410.0, 412.0 (M+H)+. Reactants: BrC=1C=C2C(=C(C=NC2=CC1)C(=O)C1CC1)NC=1C=NN(C1)C1CCN(CC1)C(=O)OC(C)(C)C (tert-butyl 4-(4-((6-bromo-3-(cyclopropanecarbonyl)quinolin-4-yl)amino)-1H-pyrazol-1-yl)piperidine-1-carboxylate), ClC1=C(C(=CC(=C1)B1OC(C(O1)(C)C)(C)C)F)O (2-chloro-6-fluoro-4-(4,4,5,5-tetramethyl-1,3,2-dioxaborolan-2-yl)phenol). Yields the product ClC=1C=C(C=C(C1O)F)C=1C=C2C(=C(C=NC2=CC1)C(=O)C1CC1)NC=1C=NN(C1)C1CCN(CC1)C(=O)OC(C)(C)C (tert-butyl 4-(4-((6-(3-chloro-5-fluoro-4-hydroxyphenyl)-3-(cyclopropanecarbonyl)quinolin-4-yl)amino)-1H-pyrazol-1-yl)piperidine-1-carboxylate). Isolated yield 99.0%. As a reaction SMILES: Br[C:2]1[CH:3]=[C:4]2[C:9](=[CH:10][CH:11]=1)[N:8]=[CH:7][C:6]([C:12]([CH:14]1[CH2:16][CH2:15]1)=[O:13])=[C:5]2[NH:17][C:18]1[CH:19]=[N:20][N:21]([CH:23]2[CH2:28][CH2:27][N:26]([C:29]([O:31][C:32]([CH3:35])([CH3:34])[CH3:33])=[O:30])[CH2:25][CH2:24]2)[CH:22]=1.[Cl:36][C:37]1[CH:42]=[C:41](B2OC(C)(C)C(C)(C)O2)[CH:40]=[C:39]([F:52])[C:38]=1[OH:53]>>[Cl:36][C:37]1[CH:42]=[C:41]([C:2]2[CH:3]=[C:4]3[C:9](=[CH:10][CH:11]=2)[N:8]=[CH:7][C:6]([C:12]([CH:14]2[CH2:16][CH2:15]2)=[O:13])=[C:5]3[NH:17][C:18]2[CH:19]=[N:20][N:21]([CH:23]3[CH2:24][CH2:25][N:26]([C:29]([O:31][C:32]([CH3:35])([CH3:33])[CH3:34])=[O:30])[CH2:27][CH2:28]3)[CH:22]=2)[CH:40]=[C:39]([F:52])[C:38]=1[OH:53]. Procedure: Following general procedure D, tert-butyl 4-(4-((6-bromo-3-(cyclopropanecarbonyl)quinolin-4-yl)amino)-1H-pyrazol-1-yl)piperidine-1-carboxylate (54 mg, 0.10 mmol) was reacted with 2-chloro-6-fluoro-4-(4,4,5,5-tetramethyl-1,3,2-dioxaborolan-2-yl)phenol (41 mg, 0.15 mmol) to afford the desired product (60 mg, 99%) as a yellow-brown solid. ESI MS m/z 606 [C32H33ClFN5O4+H]+ The reactants are ClC=1C=CC2=C(C=CC3=C(N=C(S3)C)C2O)C1 ((±)-7-Chloro-2-methyl-4H-benzo[5,6]cyclohepta[1,2-d]thiazol-4-ol), N1C(=O)NC(=O)C=C1 (uracil). The solvent is C(C)(=O)O (acetic acid). The product is ClC=1C=CC2=C(C=CC3=C(N=C(S3)C)C2C=2C(NC(NC2)=O)=O)C1 ((±)-5-(7-Chloro-2-methyl-4H-benzo[5,6]cyclohepta[1,2-d]thiazol-4-yl)-2,4(1H,3H)-pyrimidinedione). RXN SMILES: [Cl:1][C:2]1[CH:3]=[CH:4][C:5]2[CH:15](O)[C:10]3[N:11]=[C:12]([CH3:14])[S:13][C:9]=3[CH:8]=[CH:7][C:6]=2[CH:17]=1.[NH:18]1[CH:25]=[CH:24][C:22](=[O:23])[NH:21][C:19]1=[O:20]>C(O)(=O)C>[Cl:1][C:2]1[CH:3]=[CH:4][C:5]2[CH:15]([C:24]3[C:22](=[O:23])[NH:21][C:19](=[O:20])[NH:18][CH:25]=3)[C:10]3[N:11]=[C:12]([CH3:14])[S:13][C:9]=3[CH:8]=[CH:7][C:6]=2[CH:17]=1. Procedure details: The product from step (iii) (1 g) and uracil (3 g) were heated at 100° C. in acetic acid (200 ml) for 16 h. The solvent was evaporated under reduced pressure and the residue partitioned between ethyl acetate and brine. The organic phase was collected, dried (MgSO4), and evaporated under reduced pressure to leave a beige solid. The solid was triturated with isohexane/ethyl acetate mixtures and filtered to leave a cream solid. Yield. 1.35 g Used directly in the next step. Starting materials: CON(C(C1=CN=C(C=C1)C1=CC=C(C=C1)C(F)(F)F)=O)C (N-Methoxy-N-methyl-6-(4-trifluoromethyl-phenyl)-nicotinamide), FC(C(CC)[Mg]Br)(F)F (1,1,1-Trifluoro-butyl magnesium bromide). Run in O1CCCC1 (tetrahydrofuran). Conditions: temperature 0 celsius. The product is FC(CCC(=O)C=1C=NC(=CC1)C1=CC=C(C=C1)C(F)(F)F)(F)F (4,4,4-Trifluoro-1-[6-(4-trifluoromethyl-phenyl)-pyridin-3-yl]-butan-1-one). Yield: 80.5%. As a reaction SMILES: CON(C)[C:4](=[O:21])[C:5]1[CH:10]=[CH:9][C:8]([C:11]2[CH:16]=[CH:15][C:14]([C:17]([F:20])([F:19])[F:18])=[CH:13][CH:12]=2)=[N:7][CH:6]=1.[F:23][C:24]([F:31])([F:30])[CH:25]([Mg]Br)[CH2:26]C>O1CCCC1>[F:23][C:24]([F:31])([F:30])[CH2:25][CH2:26][C:4]([C:5]1[CH:6]=[N:7][C:8]([C:11]2[CH:16]=[CH:15][C:14]([C:17]([F:20])([F:19])[F:18])=[CH:13][CH:12]=2)=[CH:9][CH:10]=1)=[O:21]. Procedure: N-Methoxy-N-methyl-6-(4-trifluoromethyl-phenyl)-nicotinamide (2.0 g, 6.45 mmol) is suspended in anhydrous tetrahydrofuran (25.0 mL), and cooled to 0° C. with stirring under nitrogen. 1,1,1-Trifluoro-butyl magnesium bromide (11.3 mL, 1.14M in tetrahydrofuran, 12.9 mmol) is slowly added to the reaction over 1 h. The reaction is allowed to warm slowly to room temperature and monitored by TLC. Upon complete consumption of starting material, the reaction is carefully acidified with 1N hydrochloric ac...